The task is: describe an organic reaction: reactants, conditions, products, and yield. This data is from the Open Reaction Database (ORD), a public repository of structured organic reaction records. Starting materials: Hastelloy, C1(OC(C(Cl)(Cl)O1)(Cl)Cl)=O (tetrachloroethylene carbonate), F (hydrogen fluoride), S(F)(F)(F)F (sulfur tetrafluoride), dry ice acetone. Reaction conditions: temperature 200 celsius, time 10 hour. Yields the product ClC1(OC(OC1(Cl)Cl)(F)F)Cl (4,4,5,5-Tetrachloro-2,2-difluoro-1,3-dioxolane). RXN SMILES: [C:1]1(=O)[O:7][C:4]([Cl:6])([Cl:5])[C:3]([Cl:9])([Cl:8])[O:2]1.[FH:11].S(F)(F)(F)[F:13]>>[Cl:8][C:3]1([Cl:9])[C:4]([Cl:6])([Cl:5])[O:7][C:1]([F:13])([F:11])[O:2]1. Procedure details: A 360 mL "Hastelloy" C shaker tube was charged with 113 g (0.5 mole) of tetrachloroethylene carbonate, sealed under nitrogen, cooled in a dry ice acetone mixture, evacuated, flushed with nitrogen, reevacuated and charged with 18 g (0.9 mole) of hydrogen fluoride and 194 g (1.8 mole) of sulfur tetrafluoride. The tube was agitated for 10 hours at 200° C. The tube was next chilled in an ice-water bath and then slowly vented to remove the excess SF4 and HF. The product was dumped from the tube into ... Reactants: [BH4-], CC(=O)N1CCC(c2ccc(OCC(=O)C(C)(C)C)c(C)c2)(c2ccc(OCC(O)CO)c(C)c2)CC1, CO, [Na+]. Product: CC(=O)N1CCC(c2ccc(OCC(O)CO)c(C)c2)(c2ccc(OCC(O)C(C)(C)C)c(C)c2)CC1. RXN SMILES: [BH4-:38].[C:1]([CH3:2])(=[O:3])[N:4]1[CH2:5][CH2:6][C:7]([c:10]2[cH:11][c:12]([CH3:22])[c:13]([O:16][CH2:17][CH:18]([CH2:19][OH:20])[OH:21])[cH:14][cH:15]2)([c:23]2[cH:24][c:25]([CH3:37])[c:26]([O:27][CH2:28][C:29]([C:30]([CH3:31])([CH3:32])[CH3:33])=[O:34])[cH:35][cH:36]2)[CH2:8][CH2:9]1.[CH3:40][OH:41].[Na+:39]>>[C:1]([CH3:2])(=[O:3])[N:4]1[CH2:5][CH2:6][C:7]([c:10]2[cH:11][c:12]([CH3:22])[c:13]([O:16][CH2:17][CH:18]([CH2:19][OH:20])[OH:21])[cH:14][cH:15]2)([c:23]2[cH:24][c:25]([CH3:37])[c:26]([O:27][CH2:28][CH:29]([C:30]([CH3:31])([CH3:32])[CH3:33])[OH:34])[cH:35][cH:36]2)[CH2:8][CH2:9]1. Reactants: C(CCCCCCC)S(=O)(=O)CC(=O)OC (methyl n-octanesulphonylacetate), [OH-].[NH4+] (ammonium hydroxide). The solvent is CO (methanol). Conditions: time 24 hour. Yields the product C(CCCCCCC)S(=O)(=O)CC(=O)N (n-Octanesulphonylacetamide). RXN SMILES: [CH2:1]([S:9]([CH2:12][C:13]([O:15]C)=O)(=[O:11])=[O:10])[CH2:2][CH2:3][CH2:4][CH2:5][CH2:6][CH2:7][CH3:8].[OH-].[NH4+:18]>CO>[CH2:1]([S:9]([CH2:12][C:13]([NH2:18])=[O:15])(=[O:11])=[O:10])[CH2:2][CH2:3][CH2:4][CH2:5][CH2:6][CH2:7][CH3:8] |f:1.2|. Procedure details: A solution of methyl n-octanesulphonylacetate (35 g, 0.143 mole) in 350 ml of anhydrous methanol was stirred magnetically at room temperature. To this solution was added 24 ml of aqueous ammonium hydroxide (27%, 6.48 g, 0.185 mole) in drops over a period of 30 minutes. The solution was stirred for 24 h and the white precipitate formed was filtered. The solid was recrystallized from hot ethyl acetate to obtain the required acetamide III-50 as a crystalline solid, mp. 140-142° C., 33 g, 97.6%. Reactants: N[C@@H](CC1=CNC=N1)C(=O)N1[C@H](C(=O)N)CCC1 (L-Histidyl-L-prolinamide), O=C1N[C@@H](CC2=CC=C(C=C12)NC(=O)OC(C)(C)C)C(=O)O ((3S)-1-oxo-7-tert.-butyloxycarbonylamino-1,2,3,4-tetrahydroisoquinoline-3-carboxylic acid), ON1C(CCC1=O)=O (N-hydroxysuccinimide), C1CCC(CC1)N=C=NC2CCCCC2 (DCC). The solvent is CN(C)C=O (DMF), C(C)N(CC)CC (triethylamine). Run at time 1.5 hour. The product is O=C1N[C@@H](CC2=CC=C(C=C12)NC(=O)OC(C)(C)C)C(=O)N[C@@H](CC1=CNC=N1)C(=O)N1[C@H](C(=O)N)CCC1 (Nα -[(3S)-1-oxo-7-tert.-butyloxycarbonylamino-1,2,3,4-tetrahydroisoquinoline-3-carbonyl]-L-histidyl-L-prolinamide). Yield: 33.3%. As a reaction SMILES: [O:1]=[C:2]1[C:11]2[C:6](=[CH:7][CH:8]=[C:9]([NH:12][C:13]([O:15][C:16]([CH3:19])([CH3:18])[CH3:17])=[O:14])[CH:10]=2)[CH2:5][C@@H:4]([C:20](O)=[O:21])[NH:3]1.ON1C(=O)CCC1=O.C1CCC(N=C=NC2CCCCC2)CC1.[NH2:46][C@H:47]([C:54]([N:56]1[CH2:63][CH2:62][CH2:61][C@H:57]1[C:58]([NH2:60])=[O:59])=[O:55])[CH2:48][C:49]1[N:53]=[CH:52][NH:51][CH:50]=1>C(N(CC)CC)C.CN(C=O)C>[O:1]=[C:2]1[C:11]2[C:6](=[CH:7][CH:8]=[C:9]([NH:12][C:13]([O:15][C:16]([CH3:18])([CH3:19])[CH3:17])=[O:14])[CH:10]=2)[CH2:5][C@@H:4]([C:20]([NH:46][C@H:47]([C:54]([N:56]2[CH2:63][CH2:62][CH2:61][C@H:57]2[C:58]([NH2:60])=[O:59])=[O:55])[CH2:48][C:49]2[N:53]=[CH:52][NH:51][CH:50]=2)=[O:21])[NH:3]1. Reported procedure: A mixture of (3S)-1-oxo-7-tert.-butyloxycarbonylamino-1,2,3,4-tetrahydroisoquinoline-3-carboxylic acid (680 mg), N-hydroxysuccinimide (280 mg), DCC (500 mg) and DMF (7 ml) is stirred for 1.5 hours. L-Histidyl-L-prolinamide.2HBr (990 mg) and triethylamine (1 ml) are added to the mixture. The mixture is stirred for 2 days. Insoluble materials are filtered off, and the filtrate is distilled under reduced pressure to remove DMF. The residue is dissolved in 20% citric acid, and washed with chloroform... Reactants: O=C([O-])[O-], C1COCCO1, CS(=O)(=O)NCc1ccc(B(O)O)cc1, [Cs+], [Cs+], CN1C(=O)C2(CC(c3ccccc3)Oc3ccc(Br)cc32)N=C1N, Cl[Pd]Cl, c1ccc(P(c2ccccc2)c2ccccc2)cc1, c1ccc(P(c2ccccc2)c2ccccc2)cc1. Yields the product CN1C(=O)C2(CC(c3ccccc3)Oc3ccc(-c4ccc(CNS(C)(=O)=O)cc4)cc32)N=C1N. Reaction SMILES: [C:46](=[O:47])([O-:48])[O-:49].[CH2:40]1[O:41][CH2:42][CH2:43][O:44][CH2:45]1.[CH3:25][S:26](=[O:27])(=[O:28])[NH:29][CH2:30][c:31]1[cH:32][cH:33][c:34]([B:37]([OH:38])[OH:39])[cH:35][cH:36]1.[Cs+:50].[Cs+:51].[NH2:1][C:2]1=[N:22][C:5]2([C:4](=[O:23])[N:3]1[CH3:24])[CH2:6][CH:7]([c:16]1[cH:17][cH:18][cH:19][cH:20][cH:21]1)[O:8][c:9]1[cH:10][cH:11][c:12]([Br:15])[cH:13][c:14]12.[Pd:52]([Cl:53])[Cl:54].[c:55]1([P:56]([c:57]2[cH:58][cH:59][cH:60][cH:61][cH:62]2)[c:63]2[cH:64][cH:65][cH:66][cH:67][cH:68]2)[cH:69][cH:70][cH:71][cH:72][cH:73]1.[c:74]1([P:75]([c:76]2[cH:77][cH:78][cH:79][cH:80][cH:81]2)[c:82]2[cH:83][cH:84][cH:85][cH:86][cH:87]2)[cH:88][cH:89][cH:90][cH:91][cH:92]1>>[NH2:1][C:2]1=[N:22][C:5]2([C:4](=[O:23])[N:3]1[CH3:24])[CH2:6][CH:7]([c:16]1[cH:17][cH:18][cH:19][cH:20][cH:21]1)[O:8][c:9]1[cH:10][cH:11][c:12](-[c:34]3[cH:33][cH:32][c:31]([CH2:30][NH:29][S:26]([CH3:25])(=[O:27])=[O:28])[cH:36][cH:35]3)[cH:13][c:14]12. Starting materials: OC=1C(=C2/C(/CC(OC2=C(C1C)C)(C)COC1=CC=C(CC2C(NC(S2)=O)=O)C=C1)=N/O)C (5-{4-[6-hydroxy-4-(E)-hydroxyimino-2,5,7,8tetramethylchroman-2-ylmethoxy ]benzyl}thiazolidine-2,4-dione), C(C)(=O)OC(C)=O (acetic anhydride), N1=CC=CC=C1 (pyridine), C([O-])([O-])=O.[K+].[K+] (potassium carbonate). Solvent: C(C)(=O)OCC (ethyl acetate). Reaction conditions: time 8 day. Yields the product C(C)(=O)OC=1C(=C2/C(/CC(OC2=C(C1C)C)(C)COC1=CC=C(CC2C(NC(S2)=O)=O)C=C1)=N/OC(C)=O)C (5-{4-[6-Acetoxy-4-(E)-acetoxyimino-2,5,7,8-tetramethylchroman-2-ylmethoxy]benzyl}thiazolidine -2,4-dione). Reaction SMILES: [OH:1][C:2]1[C:3]([CH3:33])=[C:4]2[C:9](=[C:10]([CH3:13])[C:11]=1[CH3:12])[O:8][C:7]([CH2:15][O:16][C:17]1[CH:30]=[CH:29][C:20]([CH2:21][CH:22]3[S:26][C:25](=[O:27])[NH:24][C:23]3=[O:28])=[CH:19][CH:18]=1)([CH3:14])[CH2:6]/[C:5]/2=[N:31]\[OH:32].[C:34](OC(=O)C)(=[O:36])[CH3:35].N1[CH:46]=[CH:45]C=CC=1.C(=O)([O-])[O-:48].[K+].[K+]>C(OCC)(=O)C>[C:34]([O:1][C:2]1[C:3]([CH3:33])=[C:4]2[C:9](=[C:10]([CH3:13])[C:11]=1[CH3:12])[O:8][C:7]([CH2:15][O:16][C:17]1[CH:18]=[CH:19][C:20]([CH2:21][CH:22]3[S:26][C:25](=[O:27])[NH:24][C:23]3=[O:28])=[CH:29][CH:30]=1)([CH3:14])[CH2:6]/[C:5]/2=[N:31]\[O:32][C:45](=[O:48])[CH3:46])(=[O:36])[CH3:35] |f:3.4.5|. Procedure details: A mixture of 1 g of 5-{4-[6-hydroxy-4-(E)-hydroxyimino-2,5,7,8tetramethylchroman-2-ylmethoxy ]benzyl}thiazolidine-2,4-dione (prepared as described in Example 13), 1.3 g of acetic anhydride and 10 ml of pyridine was allowed to stand for 8 days at room temperature, after which it was heated for 8 hours at 60°-80° C. An aqueous solution of potassium carbonate and ethyl acetate were then added to the reaction mixture. The organic layer was separated and dried over anhydrous sodium sulfate. The solve...